From a dataset of the Open Reaction Database (ORD), a public repository of structured organic reaction records. describe an organic reaction: reactants, conditions, products, and yield The reactants are C(C)(S)S (ethanedithiol), [OH-].[Na+] (sodium hydroxide), C1OC2(CC(CC3=C(C=CC(=C23)OC)OC)(C(=O)OC)O)OC1 (methyl rac-4,4-ethylenedioxy-1,2,3,4-tetrahydro-2-hydroxy-5,8-dimethoxynaphthalene-2-carboxylate), B(F)(F)F.CCOCC (boron trifluoride etherate). Solvent: C(C)OCC (diethyl ether), ClCCl (dichloromethane), CO (methanol). Reaction conditions: temperature 0 celsius, time 15 minute. Product: OC1(CC2=C(C=CC(=C2C2(C1)SCCS2)OC)OC)C(=O)O (1',2',3',4'-tetrahydro-2'-hydroxy-5',8'-dimethoxyspiro[1,3-dithiolane-2,4'-naphthalene]-2'-carboxylic acid). Isolated yield 66.5%. RXN SMILES: C1COC2(C3[C:7](=[C:8]([O:15][CH3:16])[CH:9]=[CH:10][C:11]=3[O:13][CH3:14])[CH2:6][C:5]([OH:21])([C:17]([O:19]C)=[O:18])[CH2:4]2)O1.[CH:24]([SH:27])([SH:26])[CH3:25].B(F)(F)F.[CH3:32][CH2:33]OCC.[OH-].[Na+]>ClCCl.CO.C(OCC)C>[OH:21][C:5]1([C:17]([OH:19])=[O:18])[CH2:4][C:24]2([S:27][CH2:33][CH2:32][S:26]2)[C:25]2[C:7](=[C:8]([O:15][CH3:16])[CH:9]=[CH:10][C:11]=2[O:13][CH3:14])[CH2:6]1 |f:2.3,4.5|. Procedure: 10 g of methyl rac-4,4-ethylenedioxy-1,2,3,4-tetrahydro-2-hydroxy-5,8-dimethoxynaphthalene-2-carboxylate were dissolved in 30 ml of dichloromethane and the solution was cooled to 0° C. To the solution were added 4 ml of ethanedithiol followed by 4 ml of boron trifluoride etherate. The mixture was stirred at 0° C. for 15 minutes and then poured into 200 ml of diethyl ether. The organic layer was washed with three 50 ml portions of 5% sodium hydroxide solution and evaporated to give a yellow oil w... Reactants: 90, C=CC1=CC=CC=C1 (styrene), ClC1=CC=C(C=C)C=C1 (p-chlorostyrene), ClCCC1=CC=CC=C1 (p-chloroethylbenzene), 93, P(O)(O)(O)=O (phosphoric acid). Product: CC1CC(C2=CC=CC=C12)C1=CC=CC=C1 (1-methyl-3-phenylindan), 1-methyl-3-(p-chloro)-phenyl-5-chloroindan. As a reaction SMILES: [CH2:1]=[CH:2][C:3]1[CH:8]=[CH:7][CH:6]=[CH:5][CH:4]=1.Cl[C:10]1[CH:17]=[CH:16][C:13]([CH:14]=[CH2:15])=[CH:12][CH:11]=1.ClCCC1C=CC=CC=1.P(=O)(O)(O)O>>[CH3:15][CH:14]1[C:13]2[C:12](=[CH:11][CH:10]=[CH:17][CH:16]=2)[CH:2]([C:3]2[CH:8]=[CH:7][CH:6]=[CH:5][CH:4]=2)[CH2:1]1. Procedure: A mixture of 90 parts of styrene, 234 parts of p-chlorostyrene and 66 parts of p-chloroethylbenzene is added to 722 parts of 93 per cent strength by weight phosphoric acid at 35° to 40° C over 5 hours. After a further 2 hours at 35° to 40° C the organic phase is separated off and washed with 200 parts of 3 per cent strength by weight sodium hydroxide solution. Fractional distillation gives 16 parts of 1-methyl-3-phenylindan, 78 parts of 1-methyl-3-(p-chloro)-phenylindan (b.p. 166° to 170° C (10 ... Reactants: [OH-].[Na+] (sodium hydroxide), C[C@@]1([C@@H](O[C@@H]([C@H]1OC(C)=O)COC(C)=O)N1N=C2C=3C(C=CC3C(NN=C2)=S)=C1)OC(C)=O (2-(2-C-Methyl-2,3,5-tri-O-acetyl-β-D-ribofuranosyl)-2,6-dihydro-7H-2,3,5,6-tetraazabenzo[cd]azulene-7-thione), C(C)(=O)O (acetic acid). The solvent is O (water), C(C)O (ethanol). Conditions: time 1.5 hour. The product is C[C@@]1([C@@H](O[C@@H]([C@H]1O)CO)N1N=C2C=3C(C=CC3C(NN=C2)=S)=C1)O (2-(2-C-Methyl-β-D-ribofuranosyl)-2,6-dihydro-7H-2,3,5,6-tetraazabenzo[cd]azulene-7-thione). Isolated yield 22.7%. As a reaction SMILES: [CH3:1][C@@:2]1([O:30]C(=O)C)[C@H:6]([O:7]C(=O)C)[C@@H:5]([CH2:11][O:12]C(=O)C)[O:4][C@H:3]1[N:16]1[CH:29]=[C:20]2[CH:21]=[CH:22][C:23]3[C:24](=[S:28])[NH:25][N:26]=[CH:27][C:18]([C:19]=32)=[N:17]1.[OH-].[Na+].C(O)(=O)C>C(O)C.O>[CH3:1][C@@:2]1([OH:30])[C@H:6]([OH:7])[C@@H:5]([CH2:11][OH:12])[O:4][C@H:3]1[N:16]1[CH:29]=[C:20]2[CH:21]=[CH:22][C:23]3[C:24](=[S:28])[NH:25][N:26]=[CH:27][C:18]([C:19]=32)=[N:17]1 |f:1.2|. Procedure: To a suspension of compound 23.1 (180 mg, 0.38 mmol) in 4 mL ethanol was added 0.22 mL of 1N sodium hydroxide solution in water. The mixture was stirred at room temperature for 1.5 hr. after which time the pH was brought to 6 with acetic acid and the solvent evaporated. The residue was purified on silica gel column (10:1 CH2Cl2:MeOH) to afford 30 mg of product 23.2. 1H NMR (DMSO-d6) δ 10.49 (s, 1H), 8.52 (s, 1H), 7.50 (s, 1H), 7.00 (d, J 12 Hz, 1H), 6.08 (s, 1H), 5.65 (d, J 12 Hz, 1H), 5.18 (m, ... Procedure: A mixture of 14 g. (36.3 mmoles) of diethyl 2-nitro-4-benzoylphenylmalonate, 300 ml. of 4N hydrochloric acid and 300 ml. of dioxane was heated to reflux for 10 hours. The reaction mixture was concentrated in vacuo and the crude product was triturated with hot methylene chloride, 9.88 g. (95% yield), m.p. 168°-170° C. The yield is 95.0%. Reaction SMILES: [N+:1]([C:4]1[CH:9]=[C:8]([C:10](=[O:17])[C:11]2[CH:16]=[CH:15][CH:14]=[CH:13][CH:12]=2)[CH:7]=[CH:6][C:5]=1[CH:18](C(OCC)=O)[C:19]([O:21]CC)=[O:20])([O-:3])=[O:2].Cl>O1CCOCC1>[N+:1]([C:4]1[CH:9]=[C:8]([C:10](=[O:17])[C:11]2[CH:16]=[CH:15][CH:14]=[CH:13][CH:12]=2)[CH:7]=[CH:6][C:5]=1[CH2:18][C:19]([OH:21])=[O:20])([O-:3])=[O:2]. The reactants are [N+](=O)([O-])C1=C(C=CC(=C1)C(C1=CC=CC=C1)=O)C(C(=O)OCC)C(=O)OCC (diethyl 2-nitro-4-benzoylphenylmalonate), Cl (hydrochloric acid). The product is [N+](=O)([O-])C1=C(C=CC(=C1)C(C1=CC=CC=C1)=O)CC(=O)O (2-nitro-4-benzoylphenylacetic acid). Run in O1CCOCC1 (dioxane). Reactants: C1CCC(CC1)N=C=NC2CCCCC2 (DCC), C(C1=CC=CC=C1)(=O)C1=CC=C(OCC(=O)O)C=C1 (2-(4-benzoylphenoxy)-acetic acid). Run at temperature 0 celsius, time 30 minute. Yields the product C(C1=CC=CC=C1)(=O)C1=CC=CC=C1 (benzophenone). Solvent: CC(=O)N(C)C (dimethyl acetamide). Reported procedure: 8 g of a hyperbranched polyglycidol with an average molecular weight 2000, prepared according to W02000/37532 (Bayer A.-G.) and Sunder A. et al, Macromolecules, 32, 4240-4246 (1999), was dissolved in 200 mL dimethyl acetamide at 40° C. 12.9 g (62 mmol) DCC was added and the mixture was stirred for 30 minutes. 13.3 g (52 mmol) 2-(4-benzoylphenoxy)-acetic acid was added and the reaction was allowed to continue for 16 hours at 60° C. The precipitated DCU was removed by filtration and the solvent wa... As a reaction SMILES: C1CCC(N=C=NC2CCCCC2)CC1.[C:16]([C:24]1[CH:34]=[CH:33][C:27](OCC(O)=O)=[CH:26][CH:25]=1)(=[O:23])[C:17]1[CH:22]=[CH:21][CH:20]=[CH:19][CH:18]=1>CC(N(C)C)=O>[C:16]([C:24]1[CH:34]=[CH:33][CH:27]=[CH:26][CH:25]=1)(=[O:23])[C:17]1[CH:22]=[CH:21][CH:20]=[CH:19][CH:18]=1. Yield: 68.6%. Reactants: ClC1=C(CN)C=CC=C1 (2-chlorobenzylamine), FC1=C(OC2=C(C(=O)O)C=CC=N2)C=CC(=C1)F (2-(2,4-difluoro-phenoxy)-nicotinic acid), CN1CCOCC1 (NMM), ClC(=O)OCC(C)C (isobutyl chloroformate). Solvent: C(Cl)Cl (methylene chloride), O (water). Conditions: time 20 minute. The product is ClC1=C(CNC(C2=C(N=CC=C2)OC2=C(C=C(C=C2)F)F)=O)C=CC=C1 (N-(2-Chloro-benzyl)-2-(2,4-difluoro-phenoxy)-nicotinamide). The yield is 66.1%. As a reaction SMILES: [F:1][C:2]1[CH:17]=[C:16]([F:18])[CH:15]=[CH:14][C:3]=1[O:4][C:5]1[N:13]=[CH:12][CH:11]=[CH:10][C:6]=1[C:7]([OH:9])=O.CN1CCOCC1.ClC(OCC(C)C)=O.[Cl:34][C:35]1[CH:42]=[CH:41][CH:40]=[CH:39][C:36]=1[CH2:37][NH2:38]>C(Cl)Cl.O>[Cl:34][C:35]1[CH:42]=[CH:41][CH:40]=[CH:39][C:36]=1[CH2:37][NH:38][C:7](=[O:9])[C:6]1[CH:10]=[CH:11][CH:12]=[N:13][C:5]=1[O:4][C:3]1[CH:14]=[CH:15][C:16]([F:18])=[CH:17][C:2]=1[F:1]. Reported procedure: To a stirred solution of 2-(2,4-difluoro-phenoxy)-nicotinic acid (0.300 grams, 1.19 mmole) and NMM (0.133 grams, 1.31 mmole) in dry methylene chloride (15 ml) at −10° C. was added isobutyl chloroformate (0.202 grams, 1.31 mmole). After 20 minutes at −10° C. 2-chlorobenzylamine (0.202 grams, 1.43 mmole) was added and the mixture was allowed to warm to room temperature over night. The mixture was poured into water and extracted with ethyl acetate. The combined organics were washed with 1 N NaOH, w... Reactants: CCCC[N+](CCCC)(CCCC)CCCC, [F-], C1CCOC1, Cc1ccc(S(=O)(=O)n2cc(-c3ccc(Cl)c(Cl)c3)c(OCc3ccccc3)n2)cc1. The product is Clc1ccc(-c2c[nH]nc2OCc2ccccc2)cc1Cl. RXN SMILES: [CH3:33][CH2:34][CH2:35][CH2:36][N+:37]([CH2:38][CH2:39][CH2:40][CH3:41])([CH2:42][CH2:43][CH2:44][CH3:45])[CH2:46][CH2:47][CH2:48][CH3:49].[F-:32].[O:50]1[CH2:51][CH2:52][CH2:53][CH2:54]1.[c:1]1([CH3:2])[cH:3][cH:4][c:5]([S:6](=[O:7])(=[O:8])[n:10]2[n:11][c:12]([O:23][CH2:24][c:25]3[cH:26][cH:27][cH:28][cH:29][cH:30]3)[c:13](-[c:15]3[cH:16][c:17]([Cl:22])[c:18]([Cl:21])[cH:19][cH:20]3)[cH:14]2)[cH:9][cH:31]1>>[nH:10]1[n:11][c:12]([O:23][CH2:24][c:25]2[cH:26][cH:27][cH:28][cH:29][cH:30]2)[c:13](-[c:15]2[cH:16][c:17]([Cl:22])[c:18]([Cl:21])[cH:19][cH:20]2)[cH:14]1. Reactants: Cc1c(Br)cc(C(C)(CO)c2ccc(C(C)C)cc2)c(O)c1C, C1CCOC1, Cc1ccccc1, c1ccc(P(c2ccccc2)c2ccccc2)cc1. The product is Cc1c(Br)cc2c(c1C)OCC2(C)c1ccc(C(C)C)cc1. As a reaction SMILES: [Br:1][c:2]1[c:3]([CH3:23])[c:4]([CH3:22])[c:5]([OH:21])[c:6]([C:8]([CH2:9][OH:10])([CH3:11])[c:12]2[cH:13][cH:14][c:15]([CH:18]([CH3:19])[CH3:20])[cH:16][cH:17]2)[cH:7]1.[CH2:50]1[O:51][CH2:52][CH2:53][CH2:54]1.[CH3:43][c:44]1[cH:45][cH:46][cH:47][cH:48][cH:49]1.[c:24]1([P:25]([c:26]2[cH:27][cH:28][cH:29][cH:30][cH:31]2)[c:32]2[cH:33][cH:34][cH:35][cH:36][cH:37]2)[cH:38][cH:39][cH:40][cH:41][cH:42]1>>[Br:1][c:2]1[c:3]([CH3:23])[c:4]([CH3:22])[c:5]2[c:6]([cH:7]1)[C:8]([CH3:11])([c:12]1[cH:13][cH:14][c:15]([CH:18]([CH3:19])[CH3:20])[cH:16][cH:17]1)[CH2:9][O:10]2.